Dataset: the Open Reaction Database (ORD), a public repository of structured organic reaction records. Task: describe an organic reaction: reactants, conditions, products, and yield The reactants are Intermediate 2, CC(COC1=C(C=CC=C1OC)/C=C/C=1N=C2N(C(C1)=O)C=CS2)(C)C (7-{(E)-2-[2-(2,2-Dimethylpropoxy)-3-methoxyphenyl]vinyl}-5H-[1,3]thiazolo-[3,2-a]pyrimidin-5-one), intermediate, IN1C(CCC1=O)=O (N-iodosuccinimide). Run in C(C)#N (acetonitrile). Yields the product CC(COC1=C(C=CC=C1OC)/C=C/C=1N=C2N(C(C1I)=O)C=CS2)(C)C (7-{(E)-2-[2-(2,2-Dimethylpropoxy)-3-methoxyphenyl]vinyl}-6-iodo-5H-[1,3]thiazolo[3,2-a]pyrimidin-5-one). As a reaction SMILES: [CH3:1][C:2]([CH3:26])([CH3:25])[CH2:3][O:4][C:5]1[C:10]([O:11][CH3:12])=[CH:9][CH:8]=[CH:7][C:6]=1/[CH:13]=[CH:14]/[C:15]1[N:16]=[C:17]2[S:24][CH:23]=[CH:22][N:18]2[C:19](=[O:21])[CH:20]=1.[I:27]N1C(=O)CCC1=O>C(#N)C>[CH3:1][C:2]([CH3:26])([CH3:25])[CH2:3][O:4][C:5]1[C:10]([O:11][CH3:12])=[CH:9][CH:8]=[CH:7][C:6]=1/[CH:13]=[CH:14]/[C:15]1[N:16]=[C:17]2[S:24][CH:23]=[CH:22][N:18]2[C:19](=[O:21])[C:20]=1[I:27]. Procedure details: A solution of Step 1 intermediate (275 mg, 5.816 mmol) was treated with N-iodosuccinimide (143 g, 6.327 mmol) in acetonitrile (10 ml) according to the procedure described in Step 4 of Intermediate 2 to afford a crude product which was purified by column chromatography using 2% ethyl acetate in chloroform as eluent to afford 510 mg of the desired compound as a yellow solid; 1H NMR (300 MHz, DMSO-d6) 1.08 (s, 9H), 3.58 (m, 2H), 3.81 (m, 3H), 7.07-7.12 (m, 2H), 7.30-7.33 (m, 2H), 7.41-7.48 (m, 1H),...